This data is from the Open Reaction Database (ORD), a public repository of structured organic reaction records. The task is: describe an organic reaction: reactants, conditions, products, and yield As a reaction SMILES: [Br:1][c:2]1[cH:3][c:4]([N+:11]([O-:12])=[O:13])[cH:5][c:6]2[cH:7][cH:8][nH:9][c:10]12.[CH:14]([OH:15])([CH3:16])[CH3:17]>>[Br:1][c:2]1[cH:3][c:4]([NH2:11])[cH:5][c:6]2[cH:7][cH:8][nH:9][c:10]12. The product is Nc1cc(Br)c2[nH]ccc2c1. Starting materials: O=[N+]([O-])c1cc(Br)c2[nH]ccc2c1, CC(C)O. Starting materials: Cl (HCl), CCCC[SnH](CCCC)CCCC (Bu3SnH), C1CCC(CC1)(C#N)N=NC2(CCCCC2)C#N (ABCN), material, thio-CDI, N1(C=NC=C1)C([O-])=S (1H-imidazole-1-carbothioate), CN(C=1S[C@@H]2[C@H](N1)C[C@H]1[C@H](O2)COC(O1)C1=CC=CC=C1)C ((3aR,4aR,8aS,9aR)-N,N-dimethyl-7-phenyl-3a,4a,5,8a,9,9a-hexahydro-[1,3]dioxino[4′,5′:5,6]pyrano[3,2-d]thiazol-2-amine). Solvent: CO (MeOH), C1CCOC1 (THF), CN(C)C=O (DMF). Run at temperature 95 celsius, time 8 hour. Product: OC[C@@H]1[C@H](C[C@H]2N=C(S[C@H]2O1)N(C)C)O ((3aR,5R,6S,7aR)-5-(hydroxymethyl)-2-(dimethylamino)-5,6,7,7a-tetrahydro-3aH-pyrano[3,2-d]thiazol-6-ol). As a reaction SMILES: N1(C(=S)[O-])C=CN=C1.CCCC[SnH](CCCC)CCCC.C1CCC(N=NC2(C#N)CCCCC2)(C#N)CC1.[CH3:40][N:41]([CH3:61])[C:42]1[S:43][C@H:44]2[O:50][C@@H:49]3[CH2:51][O:52]C(C4C=CC=CC=4)[O:54][C@H:48]3[CH2:47][C@H:45]2[N:46]=1.Cl>CN(C=O)C.C1COCC1.CO>[OH:52][CH2:51][C@H:49]1[O:50][C@H:44]2[C@H:45]([N:46]=[C:42]([N:41]([CH3:40])[CH3:61])[S:43]2)[CH2:47][C@@H:48]1[OH:54]. Procedure details: A mixture of the above material (0.67 g, 2.0 mmol) and thio-CDI (90% tech, 1.6 g, 8.0 mmol) in anhydrous DMF (20 mL) was stirred at 95° C. overnight. After cooling the solvent was removed under reduced pressure, and the residue was purified on silica gel by flash column chromatography (MeOH/DCM, 1:100 to 5:100), affording a mixture containing O-(-(3aR,4aR,8aS,9R,9aR)-2-(dimethylamino)-7-phenyl-3a,4a,5,8a,9,9a-hexahydro-[1,3]dioxino[4′,5′:5,6]pyrano[3,2-d]thiazol-9-yl) 1H-imidazole-1-carbothioate... The reactants are BrCc1ccc2ccccc2n1, O=C([O-])[O-], CCOC(=O)C(C)(C)Cc1c(C(=O)CC(C)(C)C)c2cc(O)ccn2c1C(=O)c1ccc(Cl)cc1, [K+], [K+], CN(C)C=O. Product: CCOC(=O)C(C)(C)Cc1c(C(=O)CC(C)(C)C)c2cc(OCc3ccc4ccccc4n3)ccn2c1C(=O)c1ccc(Cl)cc1. As a reaction SMILES: [Br:36][CH2:37][c:38]1[n:39][c:40]2[cH:41][cH:42][cH:43][cH:44][c:45]2[cH:46][cH:47]1.[C:48](=[O:49])([O-:50])[O-:51].[Cl:1][c:2]1[cH:3][cH:4][c:5]([C:8](=[O:9])[c:10]2[c:11]([CH2:27][C:28]([C:29](=[O:30])[O:31][CH2:32][CH3:33])([CH3:34])[CH3:35])[c:12]([C:20]([CH2:21][C:22]([CH3:23])([CH3:24])[CH3:25])=[O:26])[c:13]3[cH:14][c:15]([OH:19])[cH:16][cH:17][n:18]23)[cH:6][cH:7]1.[K+:52].[K+:53].[O:54]=[CH:55][N:56]([CH3:57])[CH3:58]>>[Cl:1][c:2]1[cH:3][cH:4][c:5]([C:8](=[O:9])[c:10]2[c:11]([CH2:27][C:28]([C:29](=[O:30])[O:31][CH2:32][CH3:33])([CH3:34])[CH3:35])[c:12]([C:20]([CH2:21][C:22]([CH3:23])([CH3:24])[CH3:25])=[O:26])[c:13]3[cH:14][c:15]([O:19][CH2:37][c:38]4[n:39][c:40]5[cH:41][cH:42][cH:43][cH:44][c:45]5[cH:46][cH:47]4)[cH:16][cH:17][n:18]23)[cH:6][cH:7]1.